From a dataset of the Open Reaction Database (ORD), a public repository of structured organic reaction records. describe an organic reaction: reactants, conditions, products, and yield The reactants are F[B-](F)(F)F, CC1CCNCC1, CN(C)C=O, O=C(O)c1cc2cc(C(=O)N3CCN(C4CCCC4)CC3)ccc2[nH]1, CCN(C(C)C)C(C)C, Cl, CN(C)C(On1nnc2ccccc21)=[N+](C)C. Yields the product CC1CCN(C(=O)c2cc3cc(C(=O)N4CCN(C5CCCC5)CC4)ccc3[nH]2)CC1. RXN SMILES: [B-:27]([F:28])([F:29])([F:30])[F:31].[CH3:49][CH:50]1[CH2:51][CH2:52][NH:53][CH2:54][CH2:55]1.[CH3:65][N:66]([CH3:67])[CH:68]=[O:69].[CH:1]1([N:6]2[CH2:7][CH2:8][N:9]([C:12](=[O:13])[c:14]3[cH:15][c:16]4[cH:17][c:18]([C:23](=[O:24])[OH:25])[nH:19][c:20]4[cH:21][cH:22]3)[CH2:10][CH2:11]2)[CH2:2][CH2:3][CH2:4][CH2:5]1.[CH:56]([N:57]([CH2:58][CH3:59])[CH:60]([CH3:61])[CH3:62])([CH3:63])[CH3:64].[ClH:26].[n:32]1([O:33][C:34]([N:35]([CH3:36])[CH3:37])=[N+:38]([CH3:39])[CH3:40])[c:41]2[cH:42][cH:43][cH:44][cH:45][c:46]2[n:47][n:48]1>>[CH:1]1([N:6]2[CH2:7][CH2:8][N:9]([C:12](=[O:13])[c:14]3[cH:15][c:16]4[cH:17][c:18]([C:23](=[O:25])[N:53]5[CH2:52][CH2:51][CH:50]([CH3:49])[CH2:55][CH2:54]5)[nH:19][c:20]4[cH:21][cH:22]3)[CH2:10][CH2:11]2)[CH2:2][CH2:3][CH2:4][CH2:5]1.